Dataset: the Open Reaction Database (ORD), a public repository of structured organic reaction records. Task: describe an organic reaction: reactants, conditions, products, and yield As a reaction SMILES: [OH:1][C:2]1[CH:10]=[CH:9][C:5]([C:6]([OH:8])=[O:7])=[CH:4][CH:3]=1.[CH2:11]1[O:13][CH2:12]1>C(O)(C)C>[OH:13][CH2:12][CH2:11][O:7][C:6](=[O:8])[C:5]1[CH:9]=[CH:10][C:2]([OH:1])=[CH:3][CH:4]=1. Run in C(C)(C)O (isopropanol). Product: 55, OCCOC(C1=CC=C(C=C1)O)=O (p-hydroxylbenzoic acid-β-hydroxyethyl ester). Procedure: Into an autoclave, 138 parts by weight of p-hydroxybenzoic acid, 1 part by weight of Na2CO2 and 300 parts by weight of isopropanol were charged, and at 90° C., 66 parts by weight of ethylene oxide was added thereto, and the reaction was conducted. After the reaction, the mixture was cooled, and the precipitate was collected by filtration and recrystallized twice from water to obtain 55 parts by weight of p-hydroxylbenzoic acid-β-hydroxyethyl ester ##STR88## having a melting point of 141° C. The ... The reactants are OC1=CC=C(C(=O)O)C=C1 (p-hydroxybenzoic acid), Na2CO2, C1CO1 (ethylene oxide). The reactants are C(C1=CC=CC=C1)OC(=O)NC(C(=O)N[C@H]1C(NC2=C(CC1)C=C(C=C2)F)=O)(C)C (2-benzyloxycarbonylamino-2-methyl- N-[7-fluoro-2,3,4,5-tetrahydro-2-oxo-1H-1-benzazepin-3(R)-yl]propanamide), C(C)(C)(C)OC(=O)NCC1=C(C=CC=C1)C1=CC=C(C=C1)CO (2'-[(t-butoxycarbonylamino)methyl]-1,1'-biphenyl-4-methanol), methanesulfonate ester, C41H45FN4O6. Yields the product C(C1=CC=CC=C1)OC(=O)NC(C(=O)N[C@H]1C(N(C2=C(CC1)C=C(C=C2)F)CC2=CC=C(C=C2)C2=C(C=CC=C2)CNC(=O)OC(C)(C)C)=O)(C)C (2-Benzyloxycarbonylamino-2-methyl- N-[7-fluoro-2,3,4,5-tetrahydro-2-oxo-1-[[2'-[(t-butoxycarbonylamino)methyl][1,1'-biphenyl]-4-yl]methyl]-1H-benzazepin-3(R)-yl]propanamide). As a reaction SMILES: [CH2:1]([O:8][C:9]([NH:11][C:12]([CH3:30])([CH3:29])[C:13]([NH:15][C@@H:16]1[CH2:22][CH2:21][C:20]2[CH:23]=[C:24]([F:27])[CH:25]=[CH:26][C:19]=2[NH:18][C:17]1=[O:28])=[O:14])=[O:10])[C:2]1[CH:7]=[CH:6][CH:5]=[CH:4][CH:3]=1.[C:31]([O:35][C:36]([NH:38][CH2:39][C:40]1[CH:45]=[CH:44][CH:43]=[CH:42][C:41]=1[C:46]1[CH:51]=[CH:50][C:49]([CH2:52]O)=[CH:48][CH:47]=1)=[O:37])([CH3:34])([CH3:33])[CH3:32]>>[CH2:1]([O:8][C:9]([NH:11][C:12]([CH3:30])([CH3:29])[C:13]([NH:15][C@@H:16]1[CH2:22][CH2:21][C:20]2[CH:23]=[C:24]([F:27])[CH:25]=[CH:26][C:19]=2[N:18]([CH2:52][C:49]2[CH:48]=[CH:47][C:46]([C:41]3[CH:42]=[CH:43][CH:44]=[CH:45][C:40]=3[CH2:39][NH:38][C:36]([O:35][C:31]([CH3:34])([CH3:33])[CH3:32])=[O:37])=[CH:51][CH:50]=2)[C:17]1=[O:28])=[O:14])=[O:10])[C:2]1[CH:7]=[CH:6][CH:5]=[CH:4][CH:3]=1. Reported procedure: Prepared from 2-benzyloxycarbonylamino-2-methyl- N-[7-fluoro-2,3,4,5-tetrahydro-2-oxo-1H-1-benzazepin-3(R)-yl]propanamide (Step E) and 2'-[(t-butoxycarbonylamino)methyl]-1,1'-biphenyl-4-methanol, methanesulfonate ester (Example 35, Step G) according to the procedure described in Example 35, Step H. 1H NMR (200 MHz, CDCl3): δ 1.39 (s, 9H), 1.48 (s, 3H), 1.51 (s, 3H), 1.78 (m, 1H), 2.35-2.70 (m, 3H), 4.18 (d, 7 Hz, 2H), 4.42 (m, 1H), 4.58 (m, 1H), 4.75 (d, 16 Hz, 1H), 5.05 (s, 2H), 5.27 (d, 16 Hz,... Reactants: CCOC(=O)c1c[nH]c2c1-c1nn(CCOS(C)(=O)=O)cc1CCC2, CCNCC, CC#N, [K+], [K+], O=C([O-])[O-]. Yields the product CCOC(=O)c1c[nH]c2c1-c1nn(CCN(CC)CC)cc1CCC2. RXN SMILES: [CH2:1]([CH3:2])[O:3][C:4](=[O:5])[c:6]1[cH:7][nH:8][c:9]2[c:15]1-[c:14]1[c:13]([cH:18][n:17]([CH2:19][CH2:20][O:21][S:22]([CH3:23])(=[O:24])=[O:25])[n:16]1)[CH2:12][CH2:11][CH2:10]2.[CH2:26]([CH3:27])[NH:28][CH2:29][CH3:30].[CH3:37][C:38]#[N:39].[K+:31].[K+:32].[O-:33][C:34]([O-:35])=[O:36]>>[CH2:1]([CH3:2])[O:3][C:4](=[O:5])[c:6]1[cH:7][nH:8][c:9]2[c:15]1-[c:14]1[c:13]([cH:18][n:17]([CH2:19][CH2:20][N:28]([CH2:26][CH3:27])[CH2:29][CH3:30])[n:16]1)[CH2:12][CH2:11][CH2:10]2.